Dataset: the Open Reaction Database (ORD), a public repository of structured organic reaction records. Task: describe an organic reaction: reactants, conditions, products, and yield As a reaction SMILES: [NH2:1][C:2]1[N:10]=[C:9]([SH:11])[N:8]=[C:7]2[C:3]=1[N:4]=[C:5]([OH:19])[N:6]2[CH2:12][C:13]1[CH:18]=[CH:17][CH:16]=[CH:15][CH:14]=1.C(=O)([O-])[O-].[K+].[K+].Cl[CH2:27][CH2:28][O:29][CH2:30][CH2:31][OH:32]>CN(C)C=O>[NH2:1][C:2]1[N:10]=[C:9]([S:11][CH2:27][CH2:28][O:29][CH2:30][CH2:31][OH:32])[N:8]=[C:7]2[C:3]=1[N:4]=[C:5]([OH:19])[N:6]2[CH2:12][C:13]1[CH:18]=[CH:17][CH:16]=[CH:15][CH:14]=1 |f:1.2.3|. Solvent: CN(C=O)C (dimethylformamide). Procedure: Crude 6-amino-9-benzyl-8-hydroxy-2-mercaptopurine (470 mg, 1.7 mmol) was suspended in dimethylformamide (100 ml). To the suspension were added potassium carbonate (350 mg, 2.5 mmol) and 2-(2-chloroethoxy)ethanol (0.27 ml, 2.6 mmol) in order. The mixture was stirred at room temperature for 4 hours. The solvent was removed in vacuo and the residue was purified by silica gel chromatography (7% methanol/chloroform) to give the subject compound (159 mg, yield 27%). Reactants: NC1=C2N=C(N(C2=NC(=N1)S)CC1=CC=CC=C1)O (6-amino-9-benzyl-8-hydroxy-2-mercaptopurine), C([O-])([O-])=O.[K+].[K+] (potassium carbonate), ClCCOCCO (2-(2-chloroethoxy)ethanol). Yield: 25.9%. Conditions: time 4 hour. The product is NC1=C2N=C(N(C2=NC(=N1)SCCOCCO)CC1=CC=CC=C1)O (6-Amino-9-benzyl-8-hydroxy-2-{[2-(2-hydroxyethoxy)ethyl]thio}purine). Conditions: temperature -10 celsius, time 2 hour. The reactants are NC=1SC(=CN1)[N+](=O)[O-] (2-amino-5-nitrothiazole), Br (hydrobromic acid), N(=O)[O-].[Na+] (sodium nitrite). The solvent is O (water), CCCCCO (n-amyl alcohol), O (water). The product is BrC=1SC(=CN1)[N+](=O)[O-] (2-bromo-5-nitrothiazole). Yield: 60.0%. As a reaction SMILES: N[C:2]1[S:3][C:4]([N+:7]([O-:9])=[O:8])=[CH:5][N:6]=1.N([O-])=O.[Na+].[BrH:14]>O.CCCCCO>[Br:14][C:2]1[S:3][C:4]([N+:7]([O-:9])=[O:8])=[CH:5][N:6]=1 |f:1.2|. Procedure details: To 72.5 g of 2-amino-5-nitrothiazole in 300 mL of 48% hydrobromic acid and 200 mL of water stirred and cooled to about -10° C. was slowly added, in portions, 51.8 g of sodium nitrite dissolved in 80 mL of water from one addition funnel and 250 mL of n-amyl alcohol from a second addition funnel. The addition of both solutions required about 3 hours. The cooling bath was removed and the mixture allowed to warm to about 15° C. overnight and then stirred at room temperature for 2 hours. The solid wa... Reactants: CON(C(=O)C1=CC2=CC=C(C=C2C=C1)Br)C (6-bromo-naphthalene-2-carboxylic acid methoxy-methyl-amide), CC(C)C[AlH]CC(C)C (DIBAL), Cl (HCl). Run in C1CCOC1 (THF). Reaction conditions: temperature -78 celsius, time 10 minute. The product is BrC=1C=C2C=CC(=CC2=CC1)C=O (6-bromo-naphthalene-2-carbaldehyde). Reaction SMILES: CON(C)[C:4]([C:6]1[CH:15]=[CH:14][C:13]2[C:8](=[CH:9][CH:10]=[C:11]([Br:16])[CH:12]=2)[CH:7]=1)=[O:5].CC(C[AlH]CC(C)C)C.Cl>C1COCC1>[Br:16][C:11]1[CH:12]=[C:13]2[C:8](=[CH:9][CH:10]=1)[CH:7]=[C:6]([CH:4]=[O:5])[CH:15]=[CH:14]2. Procedure details: To a solution of 6-bromo-naphthalene-2-carboxylic acid methoxy-methyl-amide (Step c, 6.3 g, 21.4 mmol) in THF (200 mL) at −78° C., DIBAL (1M in THF, 25.7 mL, 25.7 mmol) was added. The mixture was stirred at −78° C. for 10 min, warmed to RT and stirred for 2 h. The reaction was poured into 1N HCl and extracted with EtOAc 3×. The combined organic layer was washed with water and brine, dried over Na2SO4, filtered and concentrated in vacuo. The crude was purified by silica gel column chromatography ... The reactants are FC1(C(CC(CC1)(O)CNC(=O)C=1C=2C=CC(=NC2C=CC1Cl)Cl)C)F (2,6-dichloro-quinoline-5-carboxylic acid (4,4-difluoro-1-hydroxy-3-methyl-cyclohexylmethyl)-amide), CCN(C(C)C)C(C)C (DIPEA), F[C@H]1CNCC1 ((R)-3-fluoro-pyrrolidine). The product is FC1(C(CC(CC1)(O)CNC(=O)C=1C=2C=CC(=NC2C=CC1Cl)N1C[C@@H](CC1)F)C)F (6-Chloro-2-((R)-3-fluoropyrrolidin-1-yl)-quinoline-5-carboxylic acid (4,4-difluoro-1-hydroxy-3-methyl-cyclohexylmethyl)-amide). RXN SMILES: [F:1][C:2]1([F:26])[CH2:7][CH2:6][C:5]([CH2:9][NH:10][C:11]([C:13]2[C:14]3[CH:15]=[CH:16][C:17](Cl)=[N:18][C:19]=3[CH:20]=[CH:21][C:22]=2[Cl:23])=[O:12])([OH:8])[CH2:4][CH:3]1[CH3:25].CCN(C(C)C)C(C)C.[F:36][C@@H:37]1[CH2:41][CH2:40][NH:39][CH2:38]1>>[F:1][C:2]1([F:26])[CH2:7][CH2:6][C:5]([CH2:9][NH:10][C:11]([C:13]2[C:14]3[CH:15]=[CH:16][C:17]([N:39]4[CH2:40][CH2:41][C@@H:37]([F:36])[CH2:38]4)=[N:18][C:19]=3[CH:20]=[CH:21][C:22]=2[Cl:23])=[O:12])([OH:8])[CH2:4][CH:3]1[CH3:25]. Procedure: The title compound was synthesized according to the procedure described in example 1 using 2,6-dichloro-quinoline-5-carboxylic acid (4,4-difluoro-1-hydroxy-3-methyl-cyclohexylmethyl)-amide, DIPEA and (R)-3-fluoro-pyrrolidine. 1H NMR (400 MHz, DMSO-d6) δ ppm 8.75 (1H), 7.85 (m, 1H), 7.58 (2H), 7.05 (1H), 5.43-5.56 (1H), 4.66 (s, 1H), 3.89 (m, 2H), 3.70 (m, 1H), 3.55 (m, 1H), 3.26 (m, 2H), 2.44 (m, 2H), 2.06 (m, 2H), 1.85 (m, 2H), 1.74-1.56 (m, 1H), 1.27-1.32 (m, 1H), 1.00 (d, 3H). m/z: 456 [M+H] Reactants: C(C)OCC (diethyl ether), C1(=CC=CC=C1)P(C1=CC=CC=C1)C1=CC=CC=C1 (triphenylphosphine), BrCC1=C(C(=O)OC)C=CC=C1 (methyl 2-bromomethylbenzoate). Solvent: C(C)#N (acetonitrile), C(C)#N (acetonitrile). Reaction conditions: time 1 hour. The product is [Br-].COC(=O)C1=C(C[P+](C2=CC=CC=C2)(C2=CC=CC=C2)C2=CC=CC=C2)C=CC=C1 (2-Methoxycarbonylbenzyltriphenylphosphonium bromide). Yield: 81.0%. RXN SMILES: [C:1]1([P:7]([C:14]2[CH:19]=[CH:18][CH:17]=[CH:16][CH:15]=2)[C:8]2[CH:13]=[CH:12][CH:11]=[CH:10][CH:9]=2)[CH:6]=[CH:5][CH:4]=[CH:3][CH:2]=1.[Br:20][CH2:21][C:22]1[CH:31]=[CH:30][CH:29]=[CH:28][C:23]=1[C:24]([O:26][CH3:27])=[O:25].C(OCC)C>C(#N)C>[Br-:20].[CH3:27][O:26][C:24]([C:23]1[CH:28]=[CH:29][CH:30]=[CH:31][C:22]=1[CH2:21][P+:7]([C:1]1[CH:2]=[CH:3][CH:4]=[CH:5][CH:6]=1)([C:8]1[CH:13]=[CH:12][CH:11]=[CH:10][CH:9]=1)[C:14]1[CH:15]=[CH:16][CH:17]=[CH:18][CH:19]=1)=[O:25] |f:4.5|. Procedure details: 74.2 g of triphenylphosphine (0.28 M) in 200 ml of acetonitrile are added to a solution of 74.5 g of methyl 2-bromomethylbenzoate (0.32 M) in 170 ml of acetonitrile in a 2000 ml reactor. The reaction mixture is refluxed with stirring for one hour and then cooled. 1000 ml of diethyl ether are then added slowly. Stirring is continued for 2 hours. A white precipitate forms. The solid is filtered off and washed with acetone. After drying, 112.6 g of a white powder are obtained (81% yield). Starting materials: N#CCBr, CC(=O)Nc1ccc(C)c2c1C(=O)CCN2, CN(C)C=O. Product: CC(=O)Nc1ccc(C)c2c1C(=O)CCN2CC#N. RXN SMILES: [Br:17][CH2:18][C:19]#[N:20].[C:1]([CH3:2])(=[O:3])[NH:4][c:5]1[c:6]2[c:11]([c:12]([CH3:15])[cH:13][cH:14]1)[NH:10][CH2:9][CH2:8][C:7]2=[O:16].[O:21]=[CH:22][N:23]([CH3:24])[CH3:25]>>[C:1]([CH3:2])(=[O:3])[NH:4][c:5]1[c:6]2[c:11]([c:12]([CH3:15])[cH:13][cH:14]1)[N:10]([CH2:18][C:19]#[N:20])[CH2:9][CH2:8][C:7]2=[O:16]. Starting materials: O=C1CCC(=O)N1Br, C1CCOC1, O=C1CC(=O)CC(c2ccco2)C1. Yields the product O=C1CC(c2ccco2)CC(=O)C1Br. As a reaction SMILES: [Br:14][N:15]1[C:16](=[O:17])[CH2:18][CH2:19][C:20]1=[O:21].[CH2:22]1[O:23][CH2:24][CH2:25][CH2:26]1.[o:1]1[c:2]([CH:6]2[CH2:7][C:8](=[O:13])[CH2:9][C:10](=[O:12])[CH2:11]2)[cH:3][cH:4][cH:5]1>>[o:1]1[c:2]([CH:6]2[CH2:7][C:8](=[O:13])[CH:9]([Br:14])[C:10](=[O:12])[CH2:11]2)[cH:3][cH:4][cH:5]1. Starting materials: ClC=1C=C(C=CC1Cl)C1=CC=C(O1)CCNC(=O)C=1N=CNC1 (1H-Imidazole-4-carboxylic acid {2-[5-(3,4-dichlorophenyl)furan-2-yl]ethyl}amide), BrC1=NC=CC=C1 (2-bromopyridine). As a reaction SMILES: [Cl:1][C:2]1[CH:3]=[C:4]([C:9]2[O:13][C:12]([CH2:14][CH2:15][NH:16][C:17]([C:19]3[N:20]=[CH:21][NH:22][CH:23]=3)=[O:18])=[CH:11][CH:10]=2)[CH:5]=[CH:6][C:7]=1[Cl:8].Br[C:25]1[CH:30]=[CH:29][CH:28]=[CH:27][N:26]=1>>[Cl:1][C:2]1[CH:3]=[C:4]([C:9]2[O:13][C:12]([CH2:14][CH2:15][NH:16][C:17]([C:19]3[N:20]=[CH:21][N:22]([C:25]4[CH:30]=[CH:29][CH:28]=[CH:27][N:26]=4)[CH:23]=3)=[O:18])=[CH:11][CH:10]=2)[CH:5]=[CH:6][C:7]=1[Cl:8]. Product: ClC=1C=C(C=CC1Cl)C1=CC=C(O1)CCNC(=O)C=1N=CN(C1)C1=NC=CC=C1 (1-(Pyridin-2-yl)-1H-imidazole-4-carboxylic acid {2-[5-(3,4-dichlorophenyl)-furan-2-yl]ethyl}amide). Procedure details: The title compound was synthesized from 1H-Imidazole-4-carboxylic acid {2-[5-(3,4-dichlorophenyl)furan-2-yl]ethyl}amide of Example 15 and 2-bromopyridine by the method described by A. K. Verma et al. Tetrahedron Lett. 48 (2007) 4207. Purification by flash chromatography using CH2Cl2/MeOH as a gradient eluent (100:0-99.9:0.1) gave a product which was triturated in EtOAc at RT to afford the desired product. 1H NMR (400 MHz, DMSO-d6): 2.96 (2H, t), 3.59 (2H, m), 6.35 (1H, d), 7.03 (1H, d), 7.44 (1H...